From a dataset of the Open Reaction Database (ORD), a public repository of structured organic reaction records. describe an organic reaction: reactants, conditions, products, and yield Reported procedure: To a solution of 1,3-dicyclohexyl-O—(N-2-butylideneamino)-isourea (Cmpd. 2) (10.5 g, 35.7 mmol) and 4-dimethylaminopyridine (100 mg) in pyridine (25 ml) is dropwise added acetanhydride (5 ml, 52.9 mmol). The mixture is stirred 2 h and evaporated. The residue is dissolved in toluene (100 ml), washed with water (5×20 ml), dried over MgSO4 and evaporated to afford 9.58 g of the title compound as a light yellow oil. As a reaction SMILES: [CH:1]1([NH:7][C:8](=[N:15][CH:16]2[CH2:21][CH2:20][CH2:19][CH2:18][CH2:17]2)[O:9][N:10]=[C:11]([CH2:13][CH3:14])[CH3:12])[CH2:6][CH2:5][CH2:4][CH2:3][CH2:2]1.[CH3:22][C:23](OC(C)=O)=[O:24]>CN(C)C1C=CN=CC=1.N1C=CC=CC=1>[C:23]([N:15]([CH:16]1[CH2:17][CH2:18][CH2:19][CH2:20][CH2:21]1)[C:8](=[N:7][CH:1]1[CH2:2][CH2:3][CH2:4][CH2:5][CH2:6]1)[O:9][N:10]=[C:11]([CH2:13][CH3:14])[CH3:12])(=[O:24])[CH3:22]. Product: C(C)(=O)N(C(ON=C(C)CC)=NC1CCCCC1)C1CCCCC1 (1-Acetyl-1,3-dicyclohexyl-O—(N-2-butylideneamino)-isourea). The reagents and catalysts are CN(C1=CC=NC=C1)C (4-dimethylaminopyridine). Reactants: C1(CCCCC1)NC(ON=C(C)CC)=NC1CCCCC1 (1,3-dicyclohexyl-O—(N-2-butylideneamino)-isourea), CC(=O)OC(=O)C (acetanhydride). Solvent: N1=CC=CC=C1 (pyridine). Conditions: time 2 hour. The yield is 80.0%. The reactants are [BH4-], CO, CC(=O)Cn1cnc2c1c(=O)n(CC1CCCC1)c(=O)n2CC1CCCC1, [Na+]. Yields the product CC(O)Cn1cnc2c1c(=O)n(CC1CCCC1)c(=O)n2CC1CCCC1. Reaction SMILES: [BH4-:28].[CH3:30][OH:31].[CH:1]1([CH2:6][n:7]2[c:8](=[O:9])[n:10]([CH2:22][CH:23]3[CH2:24][CH2:25][CH2:26][CH2:27]3)[c:11]3[n:12][cH:13][n:14]([CH2:18][C:19]([CH3:20])=[O:21])[c:15]3[c:16]2=[O:17])[CH2:2][CH2:3][CH2:4][CH2:5]1.[Na+:29]>>[CH:1]1([CH2:6][n:7]2[c:8](=[O:9])[n:10]([CH2:22][CH:23]3[CH2:24][CH2:25][CH2:26][CH2:27]3)[c:11]3[n:12][cH:13][n:14]([CH2:18][CH:19]([CH3:20])[OH:21])[c:15]3[c:16]2=[O:17])[CH2:2][CH2:3][CH2:4][CH2:5]1. Starting materials: S(=O)(Cl)Cl (thionyl chloride), C([O-])([O-])=O.[Na+].[Na+] (sodium carbonate), 2-{, ClC1=CC=C(C=N1)CN(CC1=CC=C(C=C1)OC)C(C)O ([(6-chloro(3-pyridyl)methyl][(4-methoxyphenyl)methyl]amino}ethan-1-ol). Solvent: C(Cl)(Cl)Cl (chloroform), C(Cl)(Cl)Cl (chloroform). Run at time 1 hour. The product is ClC1=CC=C(C=N1)CN(CC1=CC=C(C=C1)OC)CCCl ([(6-chloro(3-pyridyl))methyl](2-chloroethyl)[(4-methoxyphenyl)methyl]amine). RXN SMILES: [Cl:1][C:2]1[N:7]=[CH:6][C:5]([CH2:8][N:9]([CH:19](O)[CH3:20])[CH2:10][C:11]2[CH:16]=[CH:15][C:14]([O:17][CH3:18])=[CH:13][CH:12]=2)=[CH:4][CH:3]=1.S(Cl)([Cl:24])=O.C(=O)([O-])[O-].[Na+].[Na+]>C(Cl)(Cl)Cl>[Cl:1][C:2]1[N:7]=[CH:6][C:5]([CH2:8][N:9]([CH2:19][CH2:20][Cl:24])[CH2:10][C:11]2[CH:16]=[CH:15][C:14]([O:17][CH3:18])=[CH:13][CH:12]=2)=[CH:4][CH:3]=1 |f:2.3.4|. Reported procedure: A solution of 6.8 grams (0.022 mole) of 2-{[(6-chloro(3-pyridyl)methyl][(4-methoxyphenyl)methyl]amino}ethan-1-ol in 200 mL of chloroform was stirred and a solution of 2.9 grams (0.024 mole) of thionyl chloride in 50 mL of chloroform was added dropwise. Upon completion of addition, the reaction mixture was stirred at ambient temperature during one hour, and then it was warmed to reflux where it stirred for 2.5 hours. After this time the reaction mixture was cooled to room temperature and was slow... The reactants are N#Cc1cc(F)c(-n2ccc(OCc3ccc(F)cc3F)c(Cl)c2=O)c(F)c1, Cl, C1CCOC1, O. The product is N#Cc1cc(O)c(-n2ccc(OCc3ccc(F)cc3F)c(Cl)c2=O)c(F)c1. RXN SMILES: [Cl:1][c:2]1[c:3](=[O:28])[n:4](-[c:18]2[c:19]([F:27])[cH:20][c:21]([C:22]#[N:23])[cH:24][c:25]2[F:26])[cH:5][cH:6][c:7]1[O:8][CH2:9][c:10]1[c:11]([F:17])[cH:12][c:13]([F:16])[cH:14][cH:15]1.[ClH:29].[O:30]1[CH2:31][CH2:32][CH2:33][CH2:34]1.[OH2:35]>>[Cl:1][c:2]1[c:3](=[O:28])[n:4](-[c:18]2[c:19]([F:27])[cH:20][c:21]([C:22]#[N:23])[cH:24][c:25]2[OH:30])[cH:5][cH:6][c:7]1[O:8][CH2:9][c:10]1[c:11]([F:17])[cH:12][c:13]([F:16])[cH:14][cH:15]1.